From a dataset of the Open Reaction Database (ORD), a public repository of structured organic reaction records. describe an organic reaction: reactants, conditions, products, and yield Reactants: CCCCC(=O)OCCCn1c(CCCC)nc2cnc3ccccc3c21, ClCCl, O=C(OO)c1cccc(Cl)c1. The product is CCCCC(=O)OCCCn1c(CCCC)nc2c[n+]([O-])c3ccccc3c21. RXN SMILES: [C:12]([CH2:13][CH2:14][CH2:15][CH3:16])(=[O:17])[O:18][CH2:19][CH2:20][CH2:21][n:22]1[c:23]([CH2:35][CH2:36][CH2:37][CH3:38])[n:24][c:25]2[cH:26][n:27][c:28]3[cH:29][cH:30][cH:31][cH:32][c:33]3[c:34]12.[Cl:39][CH2:40][Cl:41].[OH:1][O:2][C:3]([c:4]1[cH:5][c:6]([Cl:7])[cH:8][cH:9][cH:10]1)=[O:11]>>[O-:1][n+:27]1[cH:26][c:25]2[n:24][c:23]([CH2:35][CH2:36][CH2:37][CH3:38])[n:22]([CH2:21][CH2:20][CH2:19][O:18][C:12]([CH2:13][CH2:14][CH2:15][CH3:16])=[O:17])[c:34]2[c:33]2[c:28]1[cH:29][cH:30][cH:31][cH:32]2. Starting materials: [N+](=O)([O-])C=1C=C(C=CC1)C=1N=C(SC1)CN1N=CC(=C1)C(=O)OCC (ethyl 1-{[4-(3-nitrophenyl)-1,3-thiazol-2-yl]methyl}-1H-pyrazole-4-carboxylate), [OH-].[Na+] (sodium hydroxide), Cl (hydrochloric acid). Run in [Cl-].[Na+].O (brine), O1C(CCC1)CCO (tetrahydrofuran-ethanol). Run at time 8 hour. Yields the product [N+](=O)([O-])C=1C=C(C=CC1)C=1N=C(SC1)CN1N=CC(=C1)C(=O)O (1-{[4-(3-nitrophenyl)-1,3-thiazol-2-yl]methyl}-1H-pyrazole-4-carboxylic acid). Yield: 98.2%. RXN SMILES: [N+:1]([C:4]1[CH:5]=[C:6]([C:10]2[N:11]=[C:12]([CH2:15][N:16]3[CH:20]=[C:19]([C:21]([O:23]CC)=[O:22])[CH:18]=[N:17]3)[S:13][CH:14]=2)[CH:7]=[CH:8][CH:9]=1)([O-:3])=[O:2].[OH-].[Na+].Cl>O1CCCC1CCO.[Cl-].[Na+].O>[N+:1]([C:4]1[CH:5]=[C:6]([C:10]2[N:11]=[C:12]([CH2:15][N:16]3[CH:20]=[C:19]([C:21]([OH:23])=[O:22])[CH:18]=[N:17]3)[S:13][CH:14]=2)[CH:7]=[CH:8][CH:9]=1)([O-:3])=[O:2] |f:1.2,5.6.7|. Procedure details: To a mixed solution of the compound (250 mg, 0.70 mmol) obtained in Example 25a in tetrahydrofuran-ethanol (v/v=1/1, 7 ml) was added 2N aqueous sodium hydroxide solution (1.4 mL, 2.8 mmol), and the mixture was stirred at room temperature overnight. The reaction mixture was neutralized with 1N aqueous hydrochloric acid solution, saturated brine was added, and the mixture was extracted with ethyl acetate. The obtained organic layer was washed with saturated brine, and dried over anhydrous sodium s... Reactants: CC(=O)OC(C)=O, CC(=O)OC1NC(=O)C1(C)C, c1ccncc1. The product is CC(=O)OC1N(C(C)=O)C(=O)C1(C)C. RXN SMILES: [CH3:12][C:13](=[O:14])[O:15][C:16](=[O:17])[CH3:18].[CH3:1][C:2]1([CH3:11])[C:3](=[O:10])[NH:4][CH:5]1[O:6][C:7]([CH3:8])=[O:9].[cH:19]1[cH:20][cH:21][n:22][cH:23][cH:24]1>>[CH3:1][C:2]1([CH3:11])[C:3](=[O:10])[N:4]([C:13]([CH3:12])=[O:14])[CH:5]1[O:6][C:7]([CH3:8])=[O:9]. Starting materials: [N+](=O)([O-])C1=CC=C(CC2N(CCC2)C)C=C1 (2-(4-nitrobenzyl)-1-methylpyrrolidine). The reagents and catalysts are [Pt](=O)=O.[H][H] (platinum dioxide hydrogen). Solvent: C(C)O (ethanol). The product is NC1=CC=C(CC2N(CCC2)C)C=C1 (2-(4-aminobenzyl)-1-methylpyrrolidine). Reaction SMILES: [N+:1]([C:4]1[CH:16]=[CH:15][C:7]([CH2:8][CH:9]2[CH2:13][CH2:12][CH2:11][N:10]2[CH3:14])=[CH:6][CH:5]=1)([O-])=O>C(O)C.[Pt](=O)=O.[H][H]>[NH2:1][C:4]1[CH:16]=[CH:15][C:7]([CH2:8][CH:9]2[CH2:13][CH2:12][CH2:11][N:10]2[CH3:14])=[CH:6][CH:5]=1 |f:2.3|. Procedure: Hydrogenate 18 g of 2-(4-nitrobenzyl)-1-methylpyrrolidine in ethanol with 300 mg of platinum dioxide/hydrogen. Filter the catalyst from the reaction mixture, concentrate the latter and recrystallize the thus-produced residue from n-hexane to obtain the title compound at a yield of 12.7 g (82% of theory).